The task is: describe an organic reaction: reactants, conditions, products, and yield. This data is from the Open Reaction Database (ORD), a public repository of structured organic reaction records. Reactants: COC1=CC=C(C=C1)N (4-anisidine), Cl (hydrochloric acid), Cl.NO (hydroxylamine hydrochloride), ClC(C(O)O)(Cl)Cl (chloral hydrate), S(=O)(=O)([O-])[O-].[Na+].[Na+] (sodium sulfate). Run in O (water), O (water), O (water). Yields the product N(O)=CC(=O)NC1=CC=C(OC)C=C1 (N—(2-hydroximinoacetyl)anisidine). Yield: 85.2%. Reaction SMILES: Cl.[NH2:2][OH:3].Cl[C:5](Cl)(Cl)[CH:6]([OH:8])O.S([O-])([O-])(=O)=O.[Na+].[Na+].[CH3:18][O:19][C:20]1[CH:25]=[CH:24][C:23]([NH2:26])=[CH:22][CH:21]=1.Cl>O>[N:2](=[CH:5][C:6]([NH:26][C:23]1[CH:24]=[CH:25][C:20]([O:19][CH3:18])=[CH:21][CH:22]=1)=[O:8])[OH:3] |f:0.1,3.4.5|. Reported procedure: A solution of 11.4 g of hydroxylamine hydrochloride in water (50 ml) was added to a solution of chloral hydrate (9.6 g) and sodium sulfate (83 g) in water (200 ml) at 60° C. The mixture was held at 60° C. while, in a separate flask, a solution of 4-anisidine (6.4 g) and concentrated hydrochloric acid (4.3 ml) in water (80 ml) was warmed to 80° C. The first solution was then added to the second and the reaction was refluxed for 2 minutes, cooled slowly to room temperature and then cooled in an ic... Reactants: C(C1=CC=CC=C1)(=O)O[C@@H]1[C@H](O[C@@H]([C@H]([C@@H]1OC(C1=CC=CC=C1)=O)OC(C1=CC=CC=C1)=O)COC(C1=CC=CC=C1)=O)O[C@@H]1[C@@H]([C@H](O[C@@H]([C@H]1OC(C1=CC=CC=C1)=O)COC(C1=CC=CC=C1)=O)O[C@@H]1[C@@H]([C@@H](OCC2=CC=CC=C2)O[C@@H]([C@H]1OC(C1=CC=CC=C1)=O)COC(C1=CC=CC=C1)=O)OC(C1=CC=CC=C1)=O)OC(C1=CC=CC=C1)=O (Benzyl 2,3,4,6-tetra-O-benzoyl-α-D-mannopyranosyl-(1→3)-2,4,6-tri-O-benzoyl-α-D-mannopyranosyl-(1→3)-2,4,6-tri-O-benzoyl-α-D-mannopyranoside). Reagents/catalysts: [Pd] (Palladium on charcoal). Run in CO (MeOH), C(Cl)(Cl)Cl (chloroform). Conditions: time 3 day. Yields the product C(C1=CC=CC=C1)(=O)O[C@@H]1[C@H](O[C@@H]([C@H]([C@@H]1OC(C1=CC=CC=C1)=O)OC(C1=CC=CC=C1)=O)COC(C1=CC=CC=C1)=O)O[C@@H]1[C@@H]([C@H](O[C@@H]([C@H]1OC(C1=CC=CC=C1)=O)COC(C1=CC=CC=C1)=O)O[C@@H]1[C@@H](C(O)O[C@@H]([C@H]1OC(C1=CC=CC=C1)=O)COC(C1=CC=CC=C1)=O)OC(C1=CC=CC=C1)=O)OC(C1=CC=CC=C1)=O (2,3,4,6-tetra-O-benzoyl-α-D-mannopyranosyl-(1→3)-2,4,6-tri-O-benzoyl-α-D-mannopyranosyl-(1→3)-2,4,6-tri-O-benzoyl-D-mannopyranose). The yield is 93.1%. As a reaction SMILES: [C:1]([O:9][C@H:10]1[C@@H:15]([O:16][C:17](=[O:24])[C:18]2[CH:23]=[CH:22][CH:21]=[CH:20][CH:19]=2)[C@H:14]([O:25][C:26](=[O:33])[C:27]2[CH:32]=[CH:31][CH:30]=[CH:29][CH:28]=2)[C@@H:13]([CH2:34][O:35][C:36](=[O:43])[C:37]2[CH:42]=[CH:41][CH:40]=[CH:39][CH:38]=2)[O:12][C@@H:11]1[O:44][C@H:45]1[C@H:50]([O:51][C:52](=[O:59])[C:53]2[CH:58]=[CH:57][CH:56]=[CH:55][CH:54]=2)[C@@H:49]([CH2:60][O:61][C:62](=[O:69])[C:63]2[CH:68]=[CH:67][CH:66]=[CH:65][CH:64]=2)[O:48][C@H:47]([O:70][C@H:71]2[C@H:84]([O:85][C:86](=[O:93])[C:87]3[CH:92]=[CH:91][CH:90]=[CH:89][CH:88]=3)[C@@H:83]([CH2:94][O:95][C:96](=[O:103])[C:97]3[CH:102]=[CH:101][CH:100]=[CH:99][CH:98]=3)[O:82][C@H:73]([O:74]CC3C=CC=CC=3)[C@H:72]2[O:104][C:105](=[O:112])[C:106]2[CH:111]=[CH:110][CH:109]=[CH:108][CH:107]=2)[C@H:46]1[O:113][C:114](=[O:121])[C:115]1[CH:120]=[CH:119][CH:118]=[CH:117][CH:116]=1)(=[O:8])[C:2]1[CH:7]=[CH:6][CH:5]=[CH:4][CH:3]=1>CO.C(Cl)(Cl)Cl.[Pd]>[C:1]([O:9][C@H:10]1[C@@H:15]([O:16][C:17](=[O:24])[C:18]2[CH:19]=[CH:20][CH:21]=[CH:22][CH:23]=2)[C@H:14]([O:25][C:26](=[O:33])[C:27]2[CH:32]=[CH:31][CH:30]=[CH:29][CH:28]=2)[C@@H:13]([CH2:34][O:35][C:36](=[O:43])[C:37]2[CH:38]=[CH:39][CH:40]=[CH:41][CH:42]=2)[O:12][C@@H:11]1[O:44][C@H:45]1[C@H:50]([O:51][C:52](=[O:59])[C:53]2[CH:58]=[CH:57][CH:56]=[CH:55][CH:54]=2)[C@@H:49]([CH2:60][O:61][C:62](=[O:69])[C:63]2[CH:68]=[CH:67][CH:66]=[CH:65][CH:64]=2)[O:48][C@H:47]([O:70][C@H:71]2[C@H:84]([O:85][C:86](=[O:93])[C:87]3[CH:88]=[CH:89][CH:90]=[CH:91][CH:92]=3)[C@@H:83]([CH2:94][O:95][C:96](=[O:103])[C:97]3[CH:102]=[CH:101][CH:100]=[CH:99][CH:98]=3)[O:82][CH:73]([OH:74])[C@H:72]2[O:104][C:105](=[O:112])[C:106]2[CH:107]=[CH:108][CH:109]=[CH:110][CH:111]=2)[C@H:46]1[O:113][C:114](=[O:121])[C:115]1[CH:120]=[CH:119][CH:118]=[CH:117][CH:116]=1)(=[O:8])[C:2]1[CH:3]=[CH:4][CH:5]=[CH:6][CH:7]=1. Reported procedure: The benzyl glycoside 51 (385 mg, 0.235 mmol) was dissolved in MeOH (5 mL) and chloroform (5 mL). Palladium on charcoal (5%, 538 mg) was added. The mixture was stirred under hydrogen at 100 psi for 3 days. TLC indicated complete conversion. The mixture was filtered through a plug of Celite and rinsed with EtOAc (5×1 mL). The combined filtrate and washings were evaporated to dryness, co-evaporated with DCM (3 mL) to give the hemiacetal 52 as pale-yellow foam (338 mg, 93%), used without further pur... Reactants: ClC1=NC=C(C(=N1)Cl)F (2,4-dichloro-5-fluoropyrimidine), C1(=CC=CC=C1)C=1OC(=NN1)C=1C=C(N)C=CC1 (3-(2-phenyl-1,3,4-oxadiazol-5-yl)aniline). The product is ClC1=NC=C(C(=N1)NC1=CC(=CC=C1)C1=NN=C(O1)C1=CC=CC=C1)F (2-chloro-5-fluoro-N4-[3-(2-phenyl-1,3,4-oxadiazol-5-yl)phenyl)-4-pyrimidineamine). RXN SMILES: [Cl:1][C:2]1[N:7]=[C:6](Cl)[C:5]([F:9])=[CH:4][N:3]=1.[C:10]1([C:16]2[O:17][C:18]([C:21]3[CH:22]=[C:23]([CH:25]=[CH:26][CH:27]=3)[NH2:24])=[N:19][N:20]=2)[CH:15]=[CH:14][CH:13]=[CH:12][CH:11]=1>>[Cl:1][C:2]1[N:7]=[C:6]([NH:24][C:23]2[CH:25]=[CH:26][CH:27]=[C:21]([C:18]3[O:17][C:16]([C:10]4[CH:11]=[CH:12][CH:13]=[CH:14][CH:15]=4)=[N:20][N:19]=3)[CH:22]=2)[C:5]([F:9])=[CH:4][N:3]=1. Procedure: In like manner to the preparation of 2-chloro-5-fluoro-N4-[3-(1H-tetrazol-5-yl)phenyl]-4-pyrimidineamine the reaction of 2,4-dichloro-5-fluoropyrimidine with 3-(2-phenyl-1,3,4-oxadiazol-5-yl)aniline gave 2-chloro-5-fluoro-N4-[3-(2-phenyl-1,3,4-oxadiazol-5-yl)phenyl)-4-pyrimidineamine. 1H NMR (DMSO-d6): δ 10.28 (s, 1H), 8.62 (s, 1H), 8.39 (d, 1H, J=3.3 Hz), 8.11 (m, 2H), 7.98 (bd, 1H, J=6.9 Hz), 7.88 (bd, 1H, J=8.4 Hz), 7.65 (m, 4H); LCMS: purity: 76%; MS (m/e): 76%. Reactants: resultant mixture, Cl.C(=C)(C)C=1OC(C(N1)=O)=O (2-isopropenyloxazoline-4,5-dione hydrochloride), ClC(C)Cl (dichloroethane). Run in O (water). Reaction conditions: time 5.5 hour. Yields the product C(C(=C)C)(=O)N=C=O (methacryloyl isocyanate), CC(C(=O)N=C=O)CCl (alpha-methyl-beta-chloropropionyl isocyanate). As a reaction SMILES: Cl.[C:2]([C:5]1[O:6]C(=O)[C:8](=[O:10])[N:9]=1)([CH3:4])=[CH2:3].[Cl:12]C(Cl)C>O>[C:5]([N:9]=[C:8]=[O:10])(=[O:6])[C:2]([CH3:4])=[CH2:3].[CH3:3][CH:2]([CH2:4][Cl:12])[C:5]([N:9]=[C:8]=[O:10])=[O:6] |f:0.1|. Reported procedure: To 2-isopropenyloxazoline-4,5-dione hydrochloride (200 g; 1.14 mol), dichloroethane (800 g) was added, and the resultant mixture was heated to 60°-65° C. while stirring for about 5.5 hours. After cooling with water, the reaction mixture was distilled under reduced pressure to give methacryloyl isocyanate (25.3 g) and alpha-methyl-beta-chloropropionyl isocyanate (80.7 g). The reactants are C1CCOC1, C[Si](C)(C)C(F)(F)F, Cc1ccncc1N1CCN(c2ccc(C=O)c(F)c2)C1=O, [K+], [K+], O=C([O-])[O-], CN(C)C=O. Product: Cc1ccncc1N1CCN(c2ccc(C(O)C(F)(F)F)c(F)c2)C1=O. As a reaction SMILES: [CH2:9]1[O:10][CH2:11][CH2:12][CH2:13]1.[CH3:1][Si:2]([C:3]([F:4])([F:5])[F:6])([CH3:7])[CH3:8].[F:20][c:21]1[c:22]([CH:23]=[O:24])[cH:25][cH:26][c:27]([N:29]2[C:30](=[O:41])[N:31]([c:34]3[cH:35][n:36][cH:37][cH:38][c:39]3[CH3:40])[CH2:32][CH2:33]2)[cH:28]1.[K+:14].[K+:15].[O-:16][C:17]([O-:18])=[O:19].[O:42]=[CH:43][N:44]([CH3:45])[CH3:46]>>[C:3]([F:4])([F:5])([F:6])[CH:23]([c:22]1[c:21]([F:20])[cH:28][c:27]([N:29]2[C:30](=[O:41])[N:31]([c:34]3[cH:35][n:36][cH:37][cH:38][c:39]3[CH3:40])[CH2:32][CH2:33]2)[cH:26][cH:25]1)[OH:24]. Reactants: CCc1nc2c(cnn2CC)c(NC2CCOCC2)c1CNC(=O)C1(C(=O)OC)CC1, [Li+], C1CCOC1, [OH-], O. Product: CCc1nc2c(cnn2CC)c(NC2CCOCC2)c1CNC(=O)C1(C(=O)O)CC1. Reaction SMILES: [CH2:1]([CH3:2])[n:3]1[n:4][cH:5][c:6]2[c:7]1[n:8][c:9]([CH2:30][CH3:31])[c:10]([CH2:19][NH:20][C:21](=[O:22])[C:23]1([C:26](=[O:27])[O:28][CH3:29])[CH2:24][CH2:25]1)[c:11]2[NH:12][CH:13]1[CH2:14][CH2:15][O:16][CH2:17][CH2:18]1.[Li+:33].[O:35]1[CH2:36][CH2:37][CH2:38][CH2:39]1.[OH-:34].[OH2:32]>>[CH2:1]([CH3:2])[n:3]1[n:4][cH:5][c:6]2[c:7]1[n:8][c:9]([CH2:30][CH3:31])[c:10]([CH2:19][NH:20][C:21](=[O:22])[C:23]1([C:26](=[O:27])[OH:28])[CH2:24][CH2:25]1)[c:11]2[NH:12][CH:13]1[CH2:14][CH2:15][O:16][CH2:17][CH2:18]1. The product is BrC1=C(N=C(S1)C(=O)OCC)C1=CC(=CC=C1)C#N (Ethyl 5-bromo-4-(3-cyanophenyl)-1,3-thiazole-2-carboxylate). Reaction SMILES: [Br:1]Br.C([O-])(=O)C.[K+].[C:8]([C:10]1[CH:11]=[C:12]([C:16]2[N:17]=[C:18]([C:21]([O:23][CH2:24][CH3:25])=[O:22])[S:19][CH:20]=2)[CH:13]=[CH:14][CH:15]=1)#[N:9].S([O-])([O-])(=O)=S.[Na+].[Na+]>C(O)(=O)C>[Br:1][C:20]1[S:19][C:18]([C:21]([O:23][CH2:24][CH3:25])=[O:22])=[N:17][C:16]=1[C:12]1[CH:13]=[CH:14][CH:15]=[C:10]([C:8]#[N:9])[CH:11]=1 |f:1.2,4.5.6|. Solvent: C(C)(=O)O (acetic acid). Conditions: temperature 100 celsius, time 12 hour. Reactants: S(=S)(=O)([O-])[O-].[Na+].[Na+] (sodium thiosulfate), BrBr (bromine), C(C)(=O)[O-].[K+] (potassium acetate), BrBr (bromine), C(C)(=O)[O-].[K+] (potassium acetate), C(#N)C=1C=C(C=CC1)C=1N=C(SC1)C(=O)OCC (Ethyl 4-(3-cyanophenyl)-1,3-thiazole-2-carboxylate). Procedure: At room temperature, 3.18 g (19.9 mmol) of bromine and 1.95 g (19.9 mmol) of potassium acetate are added to 1.03 g (3.98 mmol) of the compound from Example 34A in 50 ml of conc. acetic acid. The mixture is stirred at 100° C. for 12 h, whereby after 6 and 9 h the same amount of bromine (in each case 3.18 g, 19.9 mmol) and potassium acetate (in each case 1.95 g, 19.9 mmol) are again added. A 1M aqueous sodium thiosulfate solution is subsequently added, and the reaction solution is extracted with d... The reactants are Cl (HCl), C(C1=CC=CC=C1)OC1=CC=C(C=C1)[C@H]1[C@@H](C1)NC(OC(C)(C)C)=O (tert-butyl ((trans)-2-(4-(benzyloxy)phenyl)cyclopropyl)carbamate), C(C1=CC=CC=C1)OC1=CC=C(C=C1)[C@H]1[C@@H](C1)NC(OC(C)(C)C)=O (tert-butyl ((trans)-2-(4-(benzyloxy)phenyl)cyclopropyl)carbamate). Run in O1CCOCC1 (Dioxane), O1CCOCC1 (1,4-dioxane). Run at time 12 hour. Yields the product Cl.C(C1=CC=CC=C1)OC1=CC=C(C=C1)[C@H]1[C@@H](C1)N ((trans)-2-(4-(benzyloxy)phenyl)cyclopropanamine hydrochloride). The yield is 87.0%. As a reaction SMILES: [ClH:1].[CH2:2]([O:9][C:10]1[CH:15]=[CH:14][C:13]([C@@H:16]2[CH2:18][C@H:17]2[NH:19]C(=O)OC(C)(C)C)=[CH:12][CH:11]=1)[C:3]1[CH:8]=[CH:7][CH:6]=[CH:5][CH:4]=1>O1CCOCC1>[ClH:1].[CH2:2]([O:9][C:10]1[CH:11]=[CH:12][C:13]([C@@H:16]2[CH2:18][C@H:17]2[NH2:19])=[CH:14][CH:15]=1)[C:3]1[CH:4]=[CH:5][CH:6]=[CH:7][CH:8]=1 |f:3.4|. Procedure details: HCl in Dioxane (390 ml) was added to a solution of tert-butyl ((trans)-2-(4-(benzyloxy)phenyl)cyclopropyl)carbamate (Intermediate U, 78 g, 0.23 mol) in 1,4-dioxane (780 mL) at 0° C. and stirred at RT for 12 h. After completion, the solvent was evaporated and the residue was triturated with diethyl ether (1 L) followed by hexane (1 L) to give (trans)-2-(4-(benzyloxy)phenyl)cyclopropanamine hydrochloride (55 g, 87%) as off-white solid. Starting materials: [N+](=O)([O-])C1=C(C=CC=C1)N=NC1=C(C=CC(=C1)C(C)(C)C)O (2-nitro-2'-hydroxy-5'-t-butylazobenzene), resultant mixture, [OH-].[Na+] (sodium hydroxide), C1(O)=CC=C(O)C=C1 (Hydroquinone), O=C[C@H](O)[C@@H](O)[C@H](O)[C@H](O)CO (glucose), N(=NC1=CC=CC=C1)C1=CC=CC=C1 (azobenzene). Solvent: O (water), CO (methanol). Yields the product OC1=C(C=C(C=C1)C(C)(C)C)N1N=C2C(=[N+]1[O-])C=CC=C2 (2-(2'-hydroxy-5'-t-butylphenyl)benzotriazole-N-oxide). Reaction SMILES: [OH-].[Na+].[N+:3]([C:6]1[CH:11]=[CH:10][CH:9]=[CH:8][C:7]=1[N:12]=[N:13][C:14]1[CH:19]=[C:18]([C:20]([CH3:23])([CH3:22])[CH3:21])[CH:17]=[CH:16][C:15]=1[OH:24])([O-])=[O:4].C1(C=CC(O)=CC=1)O.O=C[C@@H]([C@H]([C@@H]([C@@H](CO)O)O)O)O.N(C1C=CC=CC=1)=NC1C=CC=CC=1>O.CO>[OH:24][C:15]1[CH:16]=[CH:17][C:18]([C:20]([CH3:23])([CH3:22])[CH3:21])=[CH:19][C:14]=1[N:13]1[N+:3]([O-:4])=[C:6]2[CH:11]=[CH:10][CH:9]=[CH:8][C:7]2=[N:12]1 |f:0.1|. Reported procedure: Example 7 of U.S. Pat. No. 4,835,284 is duplicated. 97% sodium hydroxide (14.4 g) is added to a mixture of methanol (72 ml) and water (36 ml). 2-nitro-2'-hydroxy-5'-t-butylazobenzene (15.0 g) is then added to the resultant mixture and the mixture is heated to 45°-5020 C. Hydroquinone (0.4 g) and then glucose (5.0 g) are added to the heated mixture over 30 minutes while stirring. The mixture is further stirred for one hour. As this result, the azobenzene disappears to produce 2-(2'-hydroxy-5'-t-b...